This data is from the Open Reaction Database (ORD), a public repository of structured organic reaction records. The task is: describe an organic reaction: reactants, conditions, products, and yield The reactants are C1CCOC1, CC=CC(CC(=O)OCC)c1ccc(OCc2ccc(C(C)(C)C)c(-c3cc(OC)ccc3F)c2)cc1, CCO, [Li+], [OH-]. Product: CC=CC(CC(=O)O)c1ccc(OCc2ccc(C(C)(C)C)c(-c3cc(OC)ccc3F)c2)cc1. Reaction SMILES: [CH2:40]1[O:41][CH2:42][CH2:43][CH2:44]1.[CH3:1][C:2]([CH3:3])([CH3:4])[c:5]1[cH:6][cH:7][c:8]([CH2:20][O:21][c:22]2[cH:23][cH:24][c:25]([CH:28]([CH2:29][C:30](=[O:31])[O:32][CH2:33][CH3:34])[CH:35]=[CH:36][CH3:37])[cH:26][cH:27]2)[cH:9][c:10]1-[c:11]1[c:12]([F:19])[cH:13][cH:14][c:15]([O:17][CH3:18])[cH:16]1.[CH3:45][CH2:46][OH:47].[Li+:38].[OH-:39]>>[CH3:1][C:2]([CH3:3])([CH3:4])[c:5]1[cH:6][cH:7][c:8]([CH2:20][O:21][c:22]2[cH:23][cH:24][c:25]([CH:28]([CH2:29][C:30](=[O:31])[OH:32])[CH:35]=[CH:36][CH3:37])[cH:26][cH:27]2)[cH:9][c:10]1-[c:11]1[c:12]([F:19])[cH:13][cH:14][c:15]([O:17][CH3:18])[cH:16]1. Starting materials: CCN(CC)c1cccc(O)c1, CCCO, CC(C)CCON=O, CCOCC, Cl. RXN SMILES: [CH2:1]([CH3:2])[N:3]([c:4]1[cH:5][c:6]([OH:10])[cH:7][cH:8][cH:9]1)[CH2:11][CH3:12].[CH2:27]([OH:28])[CH2:29][CH3:30].[CH3:13][CH:14]([CH2:15][CH2:16][O:18][N:19]=[O:17])[CH3:20].[CH3:21][CH2:22][O:23][CH2:24][CH3:25].[ClH:26]>>[CH2:1]([CH3:2])[N:3]([c:4]1[cH:5][c:6]([OH:10])[c:7]([N:19]=[O:18])[cH:8][cH:9]1)[CH2:11][CH3:12].[ClH:26]. Yields the product CCN(CC)c1ccc(N=O)c(O)c1, Cl. The reactants are ON1N=NC2=C1C=CC=C2 (1-hydroxybenzotriazole), Cl.C(C)N=C=NCCCN(C)C (1-ethyl-3-(3-dimethylaminopropyl)carbodiimide hydrochloride), N1=CC=C(C=C1)C1=CC=2NC3(NC(C2S1)=O)CCNCC3 (6′-(pyridin-4-yl)-1′H-spiro[piperidine-4,2′-thieno[3,2-d]pyrimidin]-4′(3′H)-one). Run in CN(C)C=O (DMF), C(C)(C)(C)OC(=O)NCC(=O)O (N-(tert-butoxycarbonyl)glycine), CN(C)C=O (DMF), CN(C)C=O (DMF). Reaction conditions: time 16 hour. Product: NCC(=O)N1CCC2(NC(C3=C(N2)C=C(S3)C3=CC=NC=C3)=O)CC1 (1-glycyl-6′-(pyridin-4-yl)-1′H-spiro[piperidine-4,2′-thieno[3,2-d]pyrimidin]-4′(3′H)-one). The yield is 2.8%. As a reaction SMILES: [N:1]1[CH:6]=[CH:5][C:4]([C:7]2[S:15][C:14]3[C:13](=[O:16])[NH:12][C:11]4([CH2:21][CH2:20][NH:19][CH2:18][CH2:17]4)[NH:10][C:9]=3[CH:8]=2)=[CH:3][CH:2]=1.[OH:22]N1C2C=CC=CC=2N=N1.Cl.[CH2:33]([N:35]=C=NCCCN(C)C)[CH3:34]>C(OC(NCC(O)=O)=O)(C)(C)C.CN(C=O)C>[NH2:35][CH2:33][C:34]([N:19]1[CH2:20][CH2:21][C:11]2([NH:10][C:9]3[CH:8]=[C:7]([C:4]4[CH:5]=[CH:6][N:1]=[CH:2][CH:3]=4)[S:15][C:14]=3[C:13](=[O:16])[NH:12]2)[CH2:17][CH2:18]1)=[O:22] |f:2.3|. Reported procedure: A mixture of 6′-(pyridin-4-yl)-1′H-spiro[piperidine-4,2′-thieno[3,2-d]pyrimidin]-4′(3′H)-one in DMF (0.16 M, 0.50 mL, 0.080 mmol), N-(tert-butoxycarbonyl)glycine in DMF (0.192 M, 0.50 mL, 0.096 mmol) and a solution of 1-hydroxybenzotriazole and 1-ethyl-3-(3-dimethylaminopropyl)carbodiimide hydrochloride in DMF (0.192 M, 0.50 mL, 0.096 mmol for each) was stirred for 16 h at room temperature. The reaction mixture was extracted with EtOAc (3.5 mL) and 2% aqueous sodium hydrogen carbonate (1 mL). Af... Starting materials: Br.C1=C(C=CC2=CC=CC=C12)C=1N=C(SC1)N (4-(2-naphthyl)-thiazol-2-ylamine hydrobromide), COC1=CC=C(C=C1)S(=O)(=O)Cl (4-methoxy-benzenesulfonyl chloride), Cl (hydrochloric acid). Solvent: N1=CC=CC=C1 (pyridine). Reaction conditions: time 30 minute. Yields the product COC1=CC=C(C=C1)S(=O)(=O)NC=1SC=C(N1)C1=CC2=CC=CC=C2C=C1 (4-methoxy-N-(4-naphthalen-2-yl-thiazol-2-yl)-benzenesulfonamide). The yield is 29.4%. RXN SMILES: Br.[CH:2]1[C:11]2[C:6](=[CH:7][CH:8]=[CH:9][CH:10]=2)[CH:5]=[CH:4][C:3]=1[C:12]1[N:13]=[C:14]([NH2:17])[S:15][CH:16]=1.[CH3:18][O:19][C:20]1[CH:25]=[CH:24][C:23]([S:26](Cl)(=[O:28])=[O:27])=[CH:22][CH:21]=1.Cl>N1C=CC=CC=1>[CH3:18][O:19][C:20]1[CH:21]=[CH:22][C:23]([S:26]([NH:17][C:14]2[S:15][CH:16]=[C:12]([C:3]3[CH:4]=[CH:5][C:6]4[C:11](=[CH:10][CH:9]=[CH:8][CH:7]=4)[CH:2]=3)[N:13]=2)(=[O:28])=[O:27])=[CH:24][CH:25]=1 |f:0.1|. Reported procedure: A mixture of 0.5 g of 4-(2-naphthyl)-thiazol-2-ylamine hydrobromide with 0.34 g of 4-methoxy-benzenesulfonyl chloride was stirred for 3 hours with 2 ml of pyridine. The resulting, red colored suspension was poured into 30 ml of 1N hydrochloric acid and extracted with ethyl acetate. The organic phases were combined, dried with magnesium sulphate and freed from solvent. The residue was dissolved in a mixture of 25 ml of ethanol and 20 ml of 2N sodium hydroxide solution. After the addition of 0.5 g...